Task: describe an organic reaction: reactants, conditions, products, and yield. Dataset: the Open Reaction Database (ORD), a public repository of structured organic reaction records Reactants: N#Cc1ccc(S(=O)(=O)NCCN2CC3CNCC(C2)O3)cc1, O=C([O-])[O-], CC#N, Cl, Cl, [K+], [K+], O, CS(=O)(=O)OCCc1noc2ccccc12. The product is N#Cc1ccc(S(=O)(=O)NCCN2CC3CN(CCc4noc5ccccc45)CC(C2)O3)cc1. As a reaction SMILES: [C:3](#[N:4])[c:5]1[cH:6][cH:7][c:8]([S:11](=[O:12])(=[O:13])[NH:14][CH2:15][CH2:16][N:17]2[CH2:18][CH:19]3[CH2:20][NH:21][CH2:22][CH:23]([CH2:24]2)[O:25]3)[cH:9][cH:10]1.[C:42](=[O:43])([O-:44])[O-:45].[CH3:48][C:49]#[N:50].[ClH:1].[ClH:2].[K+:46].[K+:47].[OH2:51].[o:26]1[n:27][c:28]([CH2:35][CH2:36][O:37][S:38]([CH3:39])(=[O:40])=[O:41])[c:29]2[c:30]1[cH:31][cH:32][cH:33][cH:34]2>>[C:3](#[N:4])[c:5]1[cH:6][cH:7][c:8]([S:11](=[O:12])(=[O:13])[NH:14][CH2:15][CH2:16][N:17]2[CH2:18][CH:19]3[CH2:20][N:21]([CH2:36][CH2:35][c:28]4[n:27][o:26][c:30]5[c:29]4[cH:34][cH:33][cH:32][cH:31]5)[CH2:22][CH:23]([CH2:24]2)[O:25]3)[cH:9][cH:10]1. The product is O1CCOC2=C1C=CC(=C2)N2N=CC=C2C2=NN(C=CC2=O)C2=CC(=CC=C2)OC (3-[2-(2,3-Dihydro-benzo[1,4]dioxin-6-yl)-2H-pyrazol-3-yl]-1-(3-methoxy-phenyl)-1H-pyridazin-4-one). RXN SMILES: C[N:2](C)/[CH:3]=[CH:4]/[C:5]([C:7]1[C:12](=[O:13])[CH:11]=[CH:10][N:9]([C:14]2[CH:19]=[CH:18][CH:17]=[C:16]([O:20][CH3:21])[CH:15]=2)[N:8]=1)=O.[O:23]1[C:28]2[CH:29]=[CH:30][C:31]([NH:33]N)=[CH:32][C:27]=2[O:26][CH2:25][CH2:24]1>>[O:23]1[C:28]2[CH:29]=[CH:30][C:31]([N:33]3[C:5]([C:7]4[C:12](=[O:13])[CH:11]=[CH:10][N:9]([C:14]5[CH:19]=[CH:18][CH:17]=[C:16]([O:20][CH3:21])[CH:15]=5)[N:8]=4)=[CH:4][CH:3]=[N:2]3)=[CH:32][C:27]=2[O:26][CH2:25][CH2:24]1. Starting materials: CN(/C=C/C(=O)C1=NN(C=CC1=O)C1=CC(=CC=C1)OC)C (3-((E)-3-Dimethylamino-acryloyl)-1-(3-methoxy-phenyl)-1H-pyridazin-4-one), O1CCOC2=C1C=CC(=C2)NN ((2,3-dihydro-benzo[1,4]dioxin-6-yl)-hydrazine). Reported procedure: The product was obtained starting from 3-((E)-3-Dimethylamino-acryloyl)-1-(3-methoxy-phenyl)-1H-pyridazin-4-one (A-5) and (2,3-dihydro-benzo[1,4]dioxin-6-yl)-hydrazine according to the method described for example 91. MS: M=403.4 (M+H)+ Starting materials: CC(C(=O)OCCOC(=O)OC1=CC=C(C=C1)S(=O)(=O)C)C ([4-(Methylsulfonyl)phenoxycarbonyloxy]ethyl 2-methylpropanoate), C1CCC(CC1)(CC(=O)O)CN (gabapentin), C([O-])(O)=O.[K+] (potassium bicarbonate). The solvent is C(C)OCC (diethyl ether), C(C)#N (acetonitrile). Run at time 8 hour. The product is CC(C(=O)OCCOC(=O)NCC1(CCCCC1)CC(=O)O)C (2-[({[(2-Methylpropanoyloxy)ethoxy]carbonylamino}methyl)cyclohexyl]acetic acid). Yield: 75.9%. Reaction SMILES: [CH3:1][CH:2]([CH3:22])[C:3]([O:5][CH2:6][CH2:7][O:8][C:9](OC1C=CC(S(C)(=O)=O)=CC=1)=[O:10])=[O:4].[CH2:23]1[CH2:28][CH2:27][C:26]([CH2:33][NH2:34])([CH2:29][C:30]([OH:32])=[O:31])[CH2:25][CH2:24]1.C(=O)(O)[O-].[K+]>C(#N)C.C(OCC)C>[CH3:1][CH:2]([CH3:22])[C:3]([O:5][CH2:6][CH2:7][O:8][C:9]([NH:34][CH2:33][C:26]1([CH2:29][C:30]([OH:32])=[O:31])[CH2:25][CH2:24][CH2:23][CH2:28][CH2:27]1)=[O:10])=[O:4] |f:2.3|. Procedure: A 50 mL, single-neck, round-bottomed flask equipped with a magnetic stir bar and a nitrogen inlet was charged with sulfone D3 (300 mg, 1 mmol) and gabapentin (171 mg, 1 mmol) in acetonitrile (1 mL). To the resulting slurry, saturated aqueous potassium bicarbonate (1 mL) was slowly added over a period of two minutes. The reaction mixture was stirred overnight at room temperature. The reaction mixture was then poured into a separatory funnel, diluted with diethyl ether (20 mL), washed with 5% aque... Reactants: CO, COC(=O)c1ccc2c(C3CCCCC3)c3n(c2c1)COc1ccccc1-3, Cl, [Na+], C1CCOC1, [OH-]. Product: O=C(O)c1ccc2c(C3CCCCC3)c3n(c2c1)COc1ccccc1-3. RXN SMILES: [CH3:36][OH:37].[CH:1]1([c:7]2[c:8]3[cH:9][cH:10][c:11]([C:24](=[O:25])[O:26][CH3:27])[cH:12][c:13]3[n:14]3[c:19]2-[c:18]2[c:17]([cH:23][cH:22][cH:21][cH:20]2)[O:16][CH2:15]3)[CH2:2][CH2:3][CH2:4][CH2:5][CH2:6]1.[ClH:30].[Na+:29].[O:31]1[CH2:32][CH2:33][CH2:34][CH2:35]1.[OH-:28]>>[CH:1]1([c:7]2[c:8]3[cH:9][cH:10][c:11]([C:24](=[O:25])[OH:26])[cH:12][c:13]3[n:14]3[c:19]2-[c:18]2[c:17]([cH:23][cH:22][cH:21][cH:20]2)[O:16][CH2:15]3)[CH2:2][CH2:3][CH2:4][CH2:5][CH2:6]1. Reactants: Clc1ccc(N2CC3CCN(Cc4ccccc4)C3C2)cn1, ClC(Cl)Cl, CC(Cl)OC(=O)Cl. Product: Clc1ccc(N2CC3CCNC3C2)cn1. As a reaction SMILES: [CH2:1]([c:2]1[cH:3][cH:4][cH:5][cH:6][cH:7]1)[N:8]1[CH:9]2[CH:10]([CH2:11][CH2:12]1)[CH2:13][N:14]([c:16]1[cH:17][n:18][c:19]([Cl:22])[cH:20][cH:21]1)[CH2:15]2.[CH:30]([Cl:31])([Cl:32])[Cl:33].[Cl:23][C:24]([O:25][CH:26]([Cl:27])[CH3:28])=[O:29]>>[NH:8]1[CH:9]2[CH:10]([CH2:11][CH2:12]1)[CH2:13][N:14]([c:16]1[cH:17][n:18][c:19]([Cl:22])[cH:20][cH:21]1)[CH2:15]2. The reactants are ClCCl, O, CC(C)Cc1ccc(S(=O)(=O)NC(C)(C)C)c(-c2ccc(Cn3ccnc3)cc2)c1. Product: CC(C)Cc1ccc(S(N)(=O)=O)c(-c2ccc(Cn3ccnc3)cc2)c1. Reaction SMILES: [Cl:32][CH2:33][Cl:34].[OH2:31].[n:1]1([CH2:6][c:7]2[cH:8][cH:9][c:10](-[c:13]3[c:14]([S:23](=[O:24])(=[O:25])[NH:26][C:27]([CH3:28])([CH3:29])[CH3:30])[cH:15][cH:16][c:17]([CH2:19][CH:20]([CH3:21])[CH3:22])[cH:18]3)[cH:11][cH:12]2)[cH:2][n:3][cH:4][cH:5]1>>[n:1]1([CH2:6][c:7]2[cH:8][cH:9][c:10](-[c:13]3[c:14]([S:23](=[O:24])(=[O:25])[NH2:26])[cH:15][cH:16][c:17]([CH2:19][CH:20]([CH3:21])[CH3:22])[cH:18]3)[cH:11][cH:12]2)[cH:2][n:3][cH:4][cH:5]1. Product: CC1=C(N=C(O1)C1=CC=C(C(=O)OC)C=C1)CS(=O)(=O)C1=CC=C(C=C1)CN1CCCCC1 (methyl 4-(5-methyl-4-((4-(piperidin-1-ylmethyl)phenylsulfonyl)methyl)oxazol-2-yl)benzoate). Reaction conditions: temperature 70 celsius, time 8 hour. The yield is 85.4%. Run in CN(C=O)C (N,N-dimethylformamide). Starting materials: O (Water), ClCC=1N=C(OC1C)C1=CC=C(C(=O)OC)C=C1 (methyl 4-(4-(chloromethyl)-5-methyloxazol-2-yl)benzoate), N1(CCCCC1)CC1=CC=C(C=C1)S(=O)[O-].[Li+] (lithium 4-(piperidin-1-ylmethyl)benzenesulfinate), C([O-])([O-])=O.[K+].[K+] (potassium carbonate). Procedure: A mixture of methyl 4-(4-(chloromethyl)-5-methyloxazol-2-yl)benzoate (2.65 g, 10.00 mmol, 1.00 equiv), lithium 4-(piperidin-1-ylmethyl)benzenesulfinate (4.8 g, 19.59 mmol, 2.00 equiv) and potassium carbonate (1.38 g, 10.00 mmol, 1.00 equiv) in N,N-dimethylformamide (100 mL) was stirred overnight at 70° C. Water (150 mL) was added and the resulting solution was extracted with 3×200 mL of ethyl acetate. The combined organic layers was washed with 3×200 mL of brine, dried over anhydrous sodium sulf... Reaction SMILES: Cl[CH2:2][C:3]1[N:4]=[C:5]([C:9]2[CH:18]=[CH:17][C:12]([C:13]([O:15][CH3:16])=[O:14])=[CH:11][CH:10]=2)[O:6][C:7]=1[CH3:8].[N:19]1([CH2:25][C:26]2[CH:31]=[CH:30][C:29]([S:32]([O-:34])=[O:33])=[CH:28][CH:27]=2)[CH2:24][CH2:23][CH2:22][CH2:21][CH2:20]1.[Li+].C(=O)([O-])[O-].[K+].[K+].O>CN(C)C=O>[CH3:8][C:7]1[O:6][C:5]([C:9]2[CH:18]=[CH:17][C:12]([C:13]([O:15][CH3:16])=[O:14])=[CH:11][CH:10]=2)=[N:4][C:3]=1[CH2:2][S:32]([C:29]1[CH:28]=[CH:27][C:26]([CH2:25][N:19]2[CH2:24][CH2:23][CH2:22][CH2:21][CH2:20]2)=[CH:31][CH:30]=1)(=[O:33])=[O:34] |f:1.2,3.4.5|.